This data is from the Open Reaction Database (ORD), a public repository of structured organic reaction records. The task is: describe an organic reaction: reactants, conditions, products, and yield Reactants: CC(=O)OC(C)=O, ClCCl, Nc1cccc(Sc2ccc3c(C=Cc4ccccc4)n[nH]c3c2)c1, O, c1ccncc1. Yields the product CC(=O)Nc1cccc(Sc2ccc3c(C=Cc4ccccc4)n[nH]c3c2)c1. Reaction SMILES: [CH3:32][C:33](=[O:34])[O:35][C:36](=[O:37])[CH3:38].[Cl:39][CH2:40][Cl:41].[NH2:1][c:2]1[cH:3][c:4]([S:8][c:9]2[cH:10][cH:11][c:12]3[c:13]([CH:18]=[CH:19][c:20]4[cH:21][cH:22][cH:23][cH:24][cH:25]4)[n:14][nH:15][c:16]3[cH:17]2)[cH:5][cH:6][cH:7]1.[OH2:42].[cH:26]1[cH:27][cH:28][n:29][cH:30][cH:31]1>>[NH:1]([c:2]1[cH:3][c:4]([S:8][c:9]2[cH:10][cH:11][c:12]3[c:13]([CH:18]=[CH:19][c:20]4[cH:21][cH:22][cH:23][cH:24][cH:25]4)[n:14][nH:15][c:16]3[cH:17]2)[cH:5][cH:6][cH:7]1)[C:33]([CH3:32])=[O:34]. The reactants are C1(=CC=CC=C1)CCCCP(O)O (4-phenylbutyl phosphonous acid), C[Si](C)(C)Cl (trimethyl silylchloride), C(C=C)#N (acrylonitrile), ice, Cl (HCl). The solvent is C(Cl)(Cl)Cl (chloroform), C(C)N(CC)CC (triethylamine). Conditions: time 18 hour. The product is OP(=O)(CCC#N)CCCCC1=CC=CC=C1 (3-[Hydroxy-(4-phenylbutyl)phosphinyl]propiononitrile), solid. The yield is 90.0%. RXN SMILES: [C:1]1([CH2:7][CH2:8][CH2:9][CH2:10][P:11]([OH:13])[OH:12])[CH:6]=[CH:5][CH:4]=[CH:3][CH:2]=1.C[Si](Cl)(C)C.[C:19](#[N:22])[CH:20]=[CH2:21].Cl>C(Cl)(Cl)Cl.C(N(CC)CC)C>[OH:12][P:11]([CH2:10][CH2:9][CH2:8][CH2:7][C:1]1[CH:6]=[CH:5][CH:4]=[CH:3][CH:2]=1)([CH2:21][CH2:20][C:19]#[N:22])=[O:13]. Procedure: To a solution of 4-phenylbutyl phosphonous acid (0.44 g, 0.0022 mole) in chloroform (15 ml) was added triethylamine (0.68 ml), trimethyl silylchloride (0.61 ml) and acrylonitrile (0.17 ml) and the reaction mixture was stirred at room temperature for 18 hours; the mixture was poured into crushed ice (15 gm) containing 10 ml 10% HCl acid. It was shaken in a separatory funnel; a chloroform layer was evaporated, and the aqueous layer extracted once with 20 ml chloroform. The combined organic phase w... Starting materials: [Al+3], CCOCC, [H-], [H-], [H-], [H-], [Li+], CC1(C)Oc2ccc(F)cc2CC1CCN=[N+]=[N-], [Na+], C1CCOC1, [OH-], O. The product is CC1(C)Oc2ccc(F)cc2CC1CCN. Reaction SMILES: [Al+3:20].[CH3:33][CH2:34][O:35][CH2:36][CH3:37].[H-:19].[H-:22].[H-:23].[H-:24].[Li+:21].[N:1](=[N+:2]=[N-:3])[CH2:4][CH2:5][CH:6]1[C:7]([CH3:17])([CH3:18])[O:8][c:9]2[cH:10][cH:11][c:12]([F:16])[cH:13][c:14]2[CH2:15]1.[Na+:27].[O:28]1[CH2:29][CH2:30][CH2:31][CH2:32]1.[OH-:26].[OH2:25]>>[NH2:1][CH2:4][CH2:5][CH:6]1[C:7]([CH3:17])([CH3:18])[O:8][c:9]2[cH:10][cH:11][c:12]([F:16])[cH:13][c:14]2[CH2:15]1. The reactants are C(=C)C(=O)C (methyl vinyl ketone), C(C)(=O)NC=1C=C2CC(C(C2=CC1)=O)CCCC (5-(acetylamino)-2-butyl-1-indanone), C[O-].[Na+] (NaOMe). Run in CO (MeOH), CO (MeOH). Conditions: time 3 day. The product is C(C)(=O)NC=1C=C2CC(C(C2=CC1)=O)(CCC(C)=O)CCCC (5-(acetylamino)-2-butyl-2-(3-oxobutyl)-1-indanone). Yield: 87.0%. As a reaction SMILES: [C:1]([NH:4][C:5]1[CH:6]=[C:7]2[C:11](=[CH:12][CH:13]=1)[C:10](=[O:14])[CH:9]([CH2:15][CH2:16][CH2:17][CH3:18])[CH2:8]2)(=[O:3])[CH3:2].C[O-:20].[Na+].[CH:22]([C:24]([CH3:26])=O)=[CH2:23]>CO>[C:1]([NH:4][C:5]1[CH:6]=[C:7]2[C:11](=[CH:12][CH:13]=1)[C:10](=[O:14])[C:9]([CH2:23][CH2:22][CH2:24][CH3:26])([CH2:15][CH2:16][C:17](=[O:20])[CH3:18])[CH2:8]2)(=[O:3])[CH3:2] |f:1.2|. Procedure: A solution of 5-(acetylamino)-2-butyl-1-indanone (8.8 g, 35.9 mmol) in MeOH (95 mL) was treated with 0.5M NaOMe in MeOH (14.4 mL, 7.2 mmol). The resulting solution was placed under a N2 atmosphere, treated with methyl vinyl ketone (4.5 mL, 54 mmol), and then stirred at room temperature for three days. The mixture was partitioned between EtOAc and saturated aqueous NH4Cl, and the aqueous phase was back-extracted with EtOAc. The combined organics were washed with 5% NaHCO3, water, and brine, dried... The reactants are ClC1=C2C(=NC=C1N)N(C=C2)[Si](C(C)C)(C(C)C)C(C)C (4-Chloro-1-triisopropylsilanyl-1H-pyrrolo[2,3-b]pyridin-5-ylamine). Reagents/catalysts: [Zn] (Zinc). Run in C(C)(=O)OCC (ethyl acetate), C(C)(=O)O (acetic acid). Reaction conditions: time 4 hour. Product: C(C)(C)[Si](N1C=CC=2C1=NC=C(C2)N)(C(C)C)C(C)C (1-triisopropylsilanyl-1H-pyrrolo[2,3-b]pyridin-5-ylamine). Isolated yield 70.0%. RXN SMILES: Cl[C:2]1[C:7]([NH2:8])=[CH:6][N:5]=[C:4]2[N:9]([Si:12]([CH:19]([CH3:21])[CH3:20])([CH:16]([CH3:18])[CH3:17])[CH:13]([CH3:15])[CH3:14])[CH:10]=[CH:11][C:3]=12>C(OCC)(=O)C.C(O)(=O)C.[Zn]>[CH:19]([Si:12]([CH:13]([CH3:15])[CH3:14])([CH:16]([CH3:18])[CH3:17])[N:9]1[C:4]2=[N:5][CH:6]=[C:7]([NH2:8])[CH:2]=[C:3]2[CH:11]=[CH:10]1)([CH3:21])[CH3:20]. Reported procedure: 4-Chloro-1-triisopropylsilanyl-1H-pyrrolo[2,3-b]pyridine (10 g, 32.5 mmol) was dissolved in THF (250 mL) and cooled to −78° C. Sec-Butyllithium ( 54.8 mL, 1.3M/cyclohexane, 71.4 mmol.) was then added dropwise and the solution was stirred for 20 min. A solution of tosylazide (16 g, 81.2 mmol.) in THF (100 mL) was added and the mixture was stirred for 1 h. The reaction mixture was quenched with saturated ammonium chloride (50 mL) and warmed to RT. This mixture was extracted with hexanes (2×200 mL)... The reactants are S(=O)(Cl)Cl (thionyl chloride), ClC=1C=C(C(=C(C(=O)O)C1)C)O (5-chloro-3-hydroxy-2-methylbenzoic acid), CO (methanol). The product is ClC=1C=C(C(=C(C(=O)OC)C1)C)O (methyl 5-chloro-3-hydroxy-2-methylbenzoate). Isolated yield 64.7%. Reaction SMILES: S(Cl)(Cl)=O.[Cl:5][C:6]1[CH:7]=[C:8]([OH:16])[C:9]([CH3:15])=[C:10]([CH:14]=1)[C:11]([OH:13])=[O:12].[CH3:17]O>>[Cl:5][C:6]1[CH:7]=[C:8]([OH:16])[C:9]([CH3:15])=[C:10]([CH:14]=1)[C:11]([O:13][CH3:17])=[O:12]. Reported procedure: To cold (0° C. ice bath) methanol (200 mL) with stirring was added drop-wise thionyl chloride (12 mL, 164 mmol). The reaction was maintained for 15 minutes, at which time 5-chloro-3-hydroxy-2-methylbenzoic acid (6.5 g, 34.8 mmol) was added. The reaction was allowed to warm to room temperature and maintained overnight. The reaction was evaporated to dryness under vacuum and the residue was purified by silica gel chromatography (Analogix, SF40-150 g, 50 to 100% CH2Cl2 in hexanes). An overlap fract... The reactants are CCOCC, ClCCl, CCCCc1nc2c(N)nc(C)c(C)c2n1CCCCN, O=C=Nc1ccccc1. Product: CCCCc1nc2c(N)nc(C)c(C)c2n1CCCCNC(=O)Nc1ccccc1. RXN SMILES: [CH3:31][CH2:32][O:33][CH2:34][CH3:35].[Cl:36][CH2:37][Cl:38].[NH2:10][CH2:11][CH2:12][CH2:13][CH2:14][n:15]1[c:16]([CH2:27][CH2:28][CH2:29][CH3:30])[n:17][c:18]2[c:19]([NH2:26])[n:20][c:21]([CH3:25])[c:22]([CH3:24])[c:23]12.[c:1]1([N:7]=[C:8]=[O:9])[cH:2][cH:3][cH:4][cH:5][cH:6]1>>[c:1]1([NH:7][C:8](=[O:9])[NH:10][CH2:11][CH2:12][CH2:13][CH2:14][n:15]2[c:16]([CH2:27][CH2:28][CH2:29][CH3:30])[n:17][c:18]3[c:19]([NH2:26])[n:20][c:21]([CH3:25])[c:22]([CH3:24])[c:23]23)[cH:2][cH:3][cH:4][cH:5][cH:6]1. The reactants are CC1(C)C2CCC1(CS(=O)(=O)O)C(=O)C2, O=C([O-])O, Cc1ccc(S(=O)O)cc1, CCCCCC, CCOC(C)=O, NC=O, [Na+], O=Cc1ccc2c(c1)OCO2, O. The product is Cc1ccc(S(=O)(=O)C(NC=O)c2ccc3c(c2)OCO3)cc1. Reaction SMILES: [C:22]12([CH2:23][S:24]([OH:25])(=[O:26])=[O:27])[C:28]([CH3:29])([CH3:30])[CH:31]([CH2:32][CH2:33]1)[CH2:34][C:35]2=[O:36].[C:37](=[O:38])([O-:39])[OH:40].[CH3:12][c:13]1[cH:14][cH:15][c:16]([S:19](=[O:20])[OH:21])[cH:17][cH:18]1.[CH3:45][CH2:46][CH2:47][CH2:48][CH2:49][CH3:50].[CH3:51][CH2:52][O:53][C:54](=[O:55])[CH3:56].[CH:42](=[O:43])[NH2:44].[Na+:41].[O:1]1[CH2:2][O:3][c:4]2[c:5]1[cH:6][cH:7][c:8]([CH:10]=[O:11])[cH:9]2.[OH2:57]>>[O:1]1[CH2:2][O:3][c:4]2[c:5]1[cH:6][cH:7][c:8]([CH:10]([S:19]([c:16]1[cH:15][cH:14][c:13]([CH3:12])[cH:18][cH:17]1)(=[O:20])=[O:21])[NH:44][CH:42]=[O:43])[cH:9]2. Reactants: nitrile, CC(=O)NCCC1=CNC2=C1C=C(C=C2)OC (melatonin), 4a, BrC=1C=C(C=CC1)NC1=CC=CC=C1 (N-(3-bromophenyl)-aniline). Run in C1CCOC1 (THF). The product is BrC=1C=C(C=CC1)N(CCNC(C)=O)C1=CC=CC=C1 (N-{2-[(3-bromophenyl)-phenylamino]ethyl}acetamide). Reaction SMILES: [Br:1][C:2]1[CH:3]=[C:4]([NH:8][C:9]2[CH:14]=[CH:13][CH:12]=[CH:11][CH:10]=2)[CH:5]=[CH:6][CH:7]=1.[CH3:15][C:16]([NH:18][CH2:19][CH2:20]C1C2C=C(OC)C=CC=2NC=1)=[O:17]>C1COCC1>[Br:1][C:2]1[CH:3]=[C:4]([N:8]([C:9]2[CH:10]=[CH:11][CH:12]=[CH:13][CH:14]=2)[CH2:20][CH2:19][NH:18][C:16](=[O:17])[CH3:15])[CH:5]=[CH:6][CH:7]=1. Reported procedure: A solution of nitrile 4f (1.16 mmol), prepared according to the method previously described for the preparation of 4a, but starting with N-(3-bromophenyl)-aniline (3f) [yield (4f): 37%; oil; 1H-NMR (CDCl3): δ 4.50 (s, 2H), 6.87 (m, 1H), 7.08-7.46 (m, 8H)] in dry THF (6 mL), was hydrogenated according to the procedure previously described for the preparation of 5a to provide the title compound 5f. The crude product was purified by flash-chromatography on silica gel (dichloromethane/acetone, 95:5 ...